Dataset: the Open Reaction Database (ORD), a public repository of structured organic reaction records. Task: describe an organic reaction: reactants, conditions, products, and yield Reactants: C1(CCCCC1)CCC[C@H](CC(=O)OC(C)(C)C)C1=NC(=NO1)C(=O)N1CC2=CC=CC=C2CC1 (tert-butyl (3R)-6-cyclohexyl-3-{3-[3,4-dihydro-2(1H)-isoquinolinylcarbonyl]-1,2,4-oxadiazol-5-yl}hexanoate), FC(C(=O)O)(F)F (trifluoroacetic acid). The solvent is ClCCl (dichloromethane). Reaction conditions: time 17 hour. Product: C1(CCCCC1)CCC[C@H](CC(=O)O)C1=NC(=NO1)C(=O)N1CC2=CC=CC=C2CC1 ((3R)-6-Cyclohexyl-3-{3-[3,4-dihydro-2(1 H)-isoquinolinylcarbonyl]-1,2,4-oxadiazol-5-yl}hexanoic Acid). Isolated yield 93.0%. Reaction SMILES: [CH:1]1([CH2:7][CH2:8][CH2:9][C@@H:10]([C:19]2[O:23][N:22]=[C:21]([C:24]([N:26]3[CH2:35][CH2:34][C:33]4[C:28](=[CH:29][CH:30]=[CH:31][CH:32]=4)[CH2:27]3)=[O:25])[N:20]=2)[CH2:11][C:12]([O:14]C(C)(C)C)=[O:13])[CH2:6][CH2:5][CH2:4][CH2:3][CH2:2]1.FC(F)(F)C(O)=O>ClCCl>[CH:1]1([CH2:7][CH2:8][CH2:9][C@@H:10]([C:19]2[O:23][N:22]=[C:21]([C:24]([N:26]3[CH2:35][CH2:34][C:33]4[C:28](=[CH:29][CH:30]=[CH:31][CH:32]=4)[CH2:27]3)=[O:25])[N:20]=2)[CH2:11][C:12]([OH:14])=[O:13])[CH2:2][CH2:3][CH2:4][CH2:5][CH2:6]1. Reported procedure: A solution of tert-butyl (3R)-6-cyclohexyl-3-{3-[3,4-dihydro-2(1H)-isoquinolinylcarbonyl]-1,2,4-oxadiazol-5-yl}hexanoate (Preparation 19) (343 mg, 0.71 mmol) in dichloromethane (4 ml) was treated with trifluoroacetic acid (1 ml) and the resulting mixture was stirred at room temperature under a nitrogen atmosphere for 17 hours. The solvent was removed under reduced pressure and the residue azeotroped from toluene to afford the title compound (281 mg).